This data is from the Open Reaction Database (ORD), a public repository of structured organic reaction records. The task is: describe an organic reaction: reactants, conditions, products, and yield The reactants are CCn1ncc2c(Cl)c3ccc(C(=O)O)cc3nc21, CS(C)=O, CC(=O)O, NCC1CCCCC1, O. Yields the product CCn1ncc2c(NCC3CCCCC3)c3ccc(C(=O)O)cc3nc21. As a reaction SMILES: [CH2:1]([CH3:2])[n:3]1[n:4][cH:5][c:6]2[c:7]1[n:8][c:9]1[cH:10][c:11]([C:17](=[O:18])[OH:19])[cH:12][cH:13][c:14]1[c:15]2[Cl:16].[CH3:20][S:21]([CH3:22])=[O:23].[CH3:33][C:34](=[O:35])[OH:36].[CH:24]1([CH2:30][NH2:31])[CH2:25][CH2:26][CH2:27][CH2:28][CH2:29]1.[OH2:32]>>[CH2:1]([CH3:2])[n:3]1[n:4][cH:5][c:6]2[c:7]1[n:8][c:9]1[cH:10][c:11]([C:17](=[O:18])[OH:19])[cH:12][cH:13][c:14]1[c:15]2[NH:31][CH2:30][CH:24]1[CH2:25][CH2:26][CH2:27][CH2:28][CH2:29]1. The reactants are C(C1=CC=CC=C1)OC=1C=CC(=C2CCC(NC12)=O)O (8-(benzyloxy)-5-hydroxy-3,4-dihydro-2(1H)-quinolinone), [N+](=O)([O-])C=1C=C(C=CC1)S(=O)(=O)OC[C@@H]1CO1 ((S)-(+)-glycidyl 3-nitrobenzenesulfonate), C([O-])([O-])=O.[K+].[K+] (potassium carbonate). The solvent is CC(CC)=O (2-butanone). The product is C(C1=CC=CC=C1)OC=1C=CC(=C2CCC(NC12)=O)OC[C@H]1OC1 (8-(Benzyloxy)-5-[(2S)oxiranylmethoxy]-3,4-dihydro-2(1H)-quinolinone). The yield is 82.1%. As a reaction SMILES: [CH2:1]([O:8][C:9]1[CH:10]=[CH:11][C:12]([OH:20])=[C:13]2[C:18]=1[NH:17][C:16](=[O:19])[CH2:15][CH2:14]2)[C:2]1[CH:7]=[CH:6][CH:5]=[CH:4][CH:3]=1.[N+](C1C=C(S(O[CH2:34][C@H:35]2[O:37][CH2:36]2)(=O)=O)C=CC=1)([O-])=O.C(=O)([O-])[O-].[K+].[K+]>CC(=O)CC>[CH2:1]([O:8][C:9]1[CH:10]=[CH:11][C:12]([O:20][CH2:34][C@@H:35]2[CH2:36][O:37]2)=[C:13]2[C:18]=1[NH:17][C:16](=[O:19])[CH2:15][CH2:14]2)[C:2]1[CH:3]=[CH:4][CH:5]=[CH:6][CH:7]=1 |f:2.3.4|. Procedure details: A mixture of 8-(benzyloxy)-5-hydroxy-3,4-dihydro-2(1H)-quinolinone (0.20 g, 0.743 mmol), (S)-(+)-glycidyl 3-nitrobenzenesulfonate (0.193 g, 0.743 mmol) and potassium carbonate (0.113 g, 0.817 mmol) in 2-butanone (10 mL) was heated at reflux for 16 hours. The solvent was removed in vacuo and the residue purified by flash chromatography (chloroform-methanol, 50:1) to yield the title compound (0.210 g, 0.61 mmol). Starting materials: CC1=NC=C(C(=O)OC)C=C1 (methyl 6-methylnicotinate), BrN1C(CCC1=O)=O (N-bromosuccinimide), N(=NC(C#N)(C)C)C(C#N)(C)C (2,2′-azobisisobutyronitrile), CCCCCC (n-hexane). Run in C(Cl)(Cl)(Cl)Cl (carbon tetrachloride). Product: BrCC1=NC=C(C(=O)OC)C=C1 (methyl 6-(bromomethyl)nicotinate). Isolated yield 35.5%. Reaction SMILES: [CH3:1][C:2]1[CH:11]=[CH:10][C:5]([C:6]([O:8][CH3:9])=[O:7])=[CH:4][N:3]=1.[Br:12]N1C(=O)CCC1=O.N(C(C)(C)C#N)=NC(C)(C)C#N.CCCCCC>C(Cl)(Cl)(Cl)Cl>[Br:12][CH2:1][C:2]1[CH:11]=[CH:10][C:5]([C:6]([O:8][CH3:9])=[O:7])=[CH:4][N:3]=1. Procedure details: To a solution of methyl 6-methylnicotinate (6.3 g) in carbon tetrachloride (100 mL) is added successively N-bromosuccinimide (8.9 g) and 2,2′-azobisisobutyronitrile (342 mg), and the mixture is refluxed under heating for 6 hours. After cooling to room temperature, to the reaction mixture is added n-hexane (300 mL) and the insoluble materials are removed by filtration. The filtrate is concentrated in vacuo and the resultant crude product is purified by column chromatography on silica gel (Solvent... Reactants: NC=1SC2=C(N1)C=CC=C2 (2-aminobenzothiazole), C(C1=CC=CC=C1)Cl (benzyl chloride), [I-].[Na+] (sodium iodide). Run in COC(C)O (methoxyethanol). Product: Cl.C(C1=CC=CC=C1)N1C(SC2=C1C=CC=C2)=N (3-Benzyl-3H-benzothiazol-2-ylideneamine hydrochloride salt). Yield: 39.0%. Reaction SMILES: [NH2:1][C:2]1[S:3][C:4]2[CH:10]=[CH:9][CH:8]=[CH:7][C:5]=2[N:6]=1.[CH2:11]([Cl:18])[C:12]1[CH:17]=[CH:16][CH:15]=[CH:14][CH:13]=1.[I-].[Na+]>COC(O)C>[ClH:18].[CH2:11]([N:6]1[C:5]2[CH:7]=[CH:8][CH:9]=[CH:10][C:4]=2[S:3][C:2]1=[NH:1])[C:12]1[CH:17]=[CH:16][CH:15]=[CH:14][CH:13]=1 |f:2.3,5.6|. Procedure: A mixture of 2-aminobenzothiazole (2.116 g, 13.7 mmol), benzyl chloride (2.1 mL, 18.2 mmol) and sodium iodide (200 mg) were refluxed for 8 hours in methoxyethanol (25 mL). Crystallization occurred upon cooling. The crystals were filtered off and thoroughly washed with ether to give yellow crystals in 39% yield: mp 275-278° C.; 1H-NMR (DMSO-d6) 5.65 (s, 2H), 7.28, (d, 2H), 7.36 (m, 4H), 7.50 (t, 1H), 7.55 (d, 1H) 8.02 (s, 1H); HR-MS (EI) m/z 240.0719 (M+). Starting materials: CCOC(=O)C1C(=O)N(C)C(=S)N(C)C1=O, CCO, CN(C)C=O, Nc1ccc(Cl)cc1Oc1c(Cl)cccc1Cl. Product: CN1C(=O)C(C(=O)Nc2ccc(Cl)cc2Oc2c(Cl)cccc2Cl)C(=O)N(C)C1=S. As a reaction SMILES: [CH3:1][N:2]1[C:3](=[S:4])[N:5]([CH3:16])[C:6](=[O:7])[CH:8]([C:11]([O:13][CH2:12][CH3:14])=[O:15])[C:9]1=[O:10].[CH3:34][CH2:35][OH:36].[CH3:37][N:38]([CH3:39])[CH:40]=[O:41].[Cl:17][c:18]1[cH:19][c:20]([O:25][c:26]2[c:27]([Cl:33])[cH:28][cH:29][cH:30][c:31]2[Cl:32])[c:21]([NH2:22])[cH:23][cH:24]1>>[CH3:1][N:2]1[C:3](=[S:4])[N:5]([CH3:16])[C:6](=[O:7])[CH:8]([C:11](=[O:13])[NH:22][c:21]2[c:20]([O:25][c:26]3[c:27]([Cl:33])[cH:28][cH:29][cH:30][c:31]3[Cl:32])[cH:19][c:18]([Cl:17])[cH:24][cH:23]2)[C:9]1=[O:10]. Starting materials: C(C)OC(=O)[C@H]1[C@@H]2C[C@H]([C@]([C@H]12)(C(=O)OCC1=CC=CC=C1)N=[N+]=[N-])O ((1S,2R,3R,5R,6S)-2-Azido-3-hydroxy-bicyclo [3.1.0] hexane-2,6-dicarboxylic acid 2-benzyl ester 6-ethyl ester), C=1C=C[NH+]=CC1.[O-][Cr](=O)(=O)Cl (PCC). Run in C(Cl)Cl (DCM). Reaction conditions: time 20 hour. The product is C(C)OC(=O)[C@H]1[C@@H]2CC([C@]([C@H]12)(C(=O)OCC1=CC=CC=C1)N=[N+]=[N-])=O ((1S,2R,5R,6S)-2-azido-3-oxo- bicyclo[3.1.0]hexane-2,6-dicarboxylic acid 2-benzyl ester 6-ethyl ester). The yield is 78.2%. Reaction SMILES: [CH2:1]([O:3][C:4]([C@@H:6]1[C@@H:11]2[C@H:7]1[CH2:8][C@@H:9]([OH:25])[C@@:10]2([N:22]=[N+:23]=[N-:24])[C:12]([O:14][CH2:15][C:16]1[CH:21]=[CH:20][CH:19]=[CH:18][CH:17]=1)=[O:13])=[O:5])[CH3:2].C1C=C[NH+]=CC=1.[O-][Cr](Cl)(=O)=O>C(Cl)Cl>[CH2:1]([O:3][C:4]([C@@H:6]1[C@@H:11]2[C@H:7]1[CH2:8][C:9](=[O:25])[C@@:10]2([N:22]=[N+:23]=[N-:24])[C:12]([O:14][CH2:15][C:16]1[CH:17]=[CH:18][CH:19]=[CH:20][CH:21]=1)=[O:13])=[O:5])[CH3:2] |f:1.2|. Procedure details: To a solution of (1S,2R,3R,5R,6S)-2-Azido-3-hydroxy-bicyclo [3.1.0] hexane-2,6-dicarboxylic acid 2-benzyl ester 6-ethyl ester (VII-1) (960 mg, 2.78 mmol) in DCM (18 mL) was added PCC (2.40 g, 50% on silica gel) at 0° C. and stirring was continued at 23° C. for 20 h. The reaction mixture was placed on a silica gel column and the product was eluted with DCM to yield (1S,2R,5R,6S)-2-azido-3-oxo- bicyclo[3.1.0]hexane-2,6-dicarboxylic acid 2-benzyl ester 6-ethyl ester (IX-1) (746 mg, 78%) as a white ... The reactants are C(C1=CC=CC=C1)(=O)Cl (benzoyl chloride), N1=CC=CC=C1 (pyridine), NC=1C=C2C(=CNC2=CC1)CC#N (5-aminoindole-3-acetonitrile). Run in C1CCOC1 (THF). Reaction conditions: time 18 hour. The product is C(#N)CC1=CNC2=CC=C(C=C12)NC(C1=CC=CC=C1)=O (N-[3-Cyanomethyl-1H-indol-5-yl]benzamide). As a reaction SMILES: [C:1](Cl)(=[O:8])[C:2]1[CH:7]=[CH:6][CH:5]=[CH:4][CH:3]=1.N1C=CC=CC=1.[NH2:16][C:17]1[CH:18]=[C:19]2[C:23](=[CH:24][CH:25]=1)[NH:22][CH:21]=[C:20]2[CH2:26][C:27]#[N:28]>C1COCC1>[C:27]([CH2:26][C:20]1[C:19]2[C:23](=[CH:24][CH:25]=[C:17]([NH:16][C:1](=[O:8])[C:2]3[CH:7]=[CH:6][CH:5]=[CH:4][CH:3]=3)[CH:18]=2)[NH:22][CH:21]=1)#[N:28]. Reported procedure: A solution of 2.0 g (0.014 mole) of benzoyl chloride in THF was treated with 10 ml pyridine followed by 2.43 g (0.014 mole) of 5-aminoindole-3-acetonitrile, Example 1, and stirred 18 hr. The solvent was removed in vacuo and crude product recrystallized from EtOH to give product used directly in next step below. The reactants are O1CC(C1)CO (oxetan-3-ylmethanol), BrCC1=CC=C(C=C1)S(=O)(=O)N(CC(C)C)C1=C(C=C(C=C1)C)C (4-(bromomethyl)-N-(2,4-dimethylphenyl)-N-isobutylbenzenesulfonamide), [H-].[Na+] (sodium hydride). The solvent is CC1OCCC1 (2-methyltetrahydrofuran). Run at temperature 20 celsius, time 3 hour. Product: CC1=C(C=CC(=C1)C)N(S(=O)(=O)C1=CC=C(C=C1)COCC1COC1)CC(C)C (N-(2,4-dimethylphenyl)-N-isobutyl-4-((oxetan-3-ylmethoxy)methyl)benzenesulfonamide). As a reaction SMILES: [O:1]1[CH2:4][CH:3]([CH2:5][OH:6])[CH2:2]1.Br[CH2:8][C:9]1[CH:14]=[CH:13][C:12]([S:15]([N:18]([C:23]2[CH:28]=[CH:27][C:26]([CH3:29])=[CH:25][C:24]=2[CH3:30])[CH2:19][CH:20]([CH3:22])[CH3:21])(=[O:17])=[O:16])=[CH:11][CH:10]=1.[H-].[Na+]>CC1CCCO1>[CH3:30][C:24]1[CH:25]=[C:26]([CH3:29])[CH:27]=[CH:28][C:23]=1[N:18]([CH2:19][CH:20]([CH3:22])[CH3:21])[S:15]([C:12]1[CH:11]=[CH:10][C:9]([CH2:8][O:6][CH2:5][CH:3]2[CH2:4][O:1][CH2:2]2)=[CH:14][CH:13]=1)(=[O:17])=[O:16] |f:2.3|. Reported procedure: To a solution of oxetan-3-ylmethanol (7 mg, 0.075 mmol) and 4-(bromomethyl)-N-(2,4-dimethylphenyl)-N-isobutylbenzenesulfonamide (31 mg, 0.075 mmol) in 2-methyltetrahydrofuran (2-MeTHF) (1 mL) stirred under nitrogen at room temperature was added sodium hydride (60% dispersed in oil, approximately 2 mg, 0.075 mmol). The reaction mixture was stirred at 20° C. for 3 hours then quenched with water (75 uL). The solvent was removed under a stream of nitrogen to give the crude product. The crude was the... Reactants: COC(CCCC1CCN(CC1)C1=CC=C(C=C1)C(C)(C)C)=O (4-[1-(4-tert-butyl-phenyl)-piperidin-4-yl]-butyric acid methyl ester), [OH-].[Li+] (lithium hydroxide), O1CCCC1 (tetrahydrofuran). Run in O (water), C(C)#N (acetonitrile). Product: [Li+].C(C)(C)(C)C1=CC=C(C=C1)N1CCC(CC1)CCCC(=O)[O-] (4-[1-(4-tert-butyl-phenyl)-piperidin-4-yl]-butyric acid lithium salt). The yield is 138.1%. Reaction SMILES: C[O:2][C:3](=[O:23])[CH2:4][CH2:5][CH2:6][CH:7]1[CH2:12][CH2:11][N:10]([C:13]2[CH:18]=[CH:17][C:16]([C:19]([CH3:22])([CH3:21])[CH3:20])=[CH:15][CH:14]=2)[CH2:9][CH2:8]1.[OH-].[Li+:25].O1CCCC1>O.C(#N)C>[Li+:25].[C:19]([C:16]1[CH:15]=[CH:14][C:13]([N:10]2[CH2:11][CH2:12][CH:7]([CH2:6][CH2:5][CH2:4][C:3]([O-:23])=[O:2])[CH2:8][CH2:9]2)=[CH:18][CH:17]=1)([CH3:22])([CH3:20])[CH3:21] |f:1.2,6.7|. Procedure: To 4-[1-(4-tert-butyl-phenyl)-piperidin-4-yl]-butyric acid methyl ester (385 mg; 1.21 mmol, prepared in accordance with Example 135) is added lithium hydroxide (72 mg; 3.00 mmol) dissolved in water (6.5 mL). After dilution with tetrahydrofuran (10 mL) the reaction mixture is stirred for 2-4 hours. The mixture is then diluted with acetonitrile until a precipitate is formed. The solid is collected by filtration and dried under high vacuum to afford the desired product (517 mg) which is used in the...